Dataset: the Open Reaction Database (ORD), a public repository of structured organic reaction records. Task: describe an organic reaction: reactants, conditions, products, and yield Starting materials: ClC1=NC(=NC(=C1)Cl)NC1=CC=C(C=C1)OC(F)(F)F ((4,6-dichloro-pyrimidin-2-yl)-(4-trifluoromethoxy-phenyl)-amine), CS(=O)(=O)C=1C=C(C=CC1)B(O)O (3-methanesulfonyl-phenyl boronic acid), C([O-])([O-])=O.[Na+].[Na+] (sodium carbonate). Reagents/catalysts: CC(=O)[O-].CC(=O)[O-].[Pd+2] (Pd(OAc)2). Solvent: CN(C)C=O (DMF). Yields the product ClC1=NC(=NC(=C1)C1=CC(=CC=C1)S(=O)(=O)C)NC1=CC=C(C=C1)OC(F)(F)F ([4-chloro-6-(3-methanesulfonyl-phenyl)-pyrimidin-2-yl]-(4-trifluoromethoxy-phenyl)-amine). Reaction SMILES: Cl[C:2]1[CH:7]=[C:6]([Cl:8])[N:5]=[C:4]([NH:9][C:10]2[CH:15]=[CH:14][C:13]([O:16][C:17]([F:20])([F:19])[F:18])=[CH:12][CH:11]=2)[N:3]=1.[CH3:21][S:22]([C:25]1[CH:26]=[C:27](B(O)O)[CH:28]=[CH:29][CH:30]=1)(=[O:24])=[O:23].C(=O)([O-])[O-].[Na+].[Na+]>CC([O-])=O.CC([O-])=O.[Pd+2].CN(C=O)C>[Cl:8][C:6]1[CH:7]=[C:2]([C:29]2[CH:28]=[CH:27][CH:26]=[C:25]([S:22]([CH3:21])(=[O:24])=[O:23])[CH:30]=2)[N:3]=[C:4]([NH:9][C:10]2[CH:15]=[CH:14][C:13]([O:16][C:17]([F:20])([F:19])[F:18])=[CH:12][CH:11]=2)[N:5]=1 |f:2.3.4,5.6.7|. Procedure details: The title compound was prepared by reacting (4,6-dichloro-pyrimidin-2-yl)-(4-trifluoromethoxy-phenyl)-amine (0.3 g, 0.92 mmol) with 3-methanesulfonyl-phenyl boronic acid (0.37 g, 1.85 mmol) in presence of Pd(OAc)2 (7 mg, 0.02 mmol) and sodium carbonate (0.78 g, 7.4 mmol) in a solvent DMF (10 mL) at 80° C. for 12 hours, followed by work up and column purification.